From a dataset of the Open Reaction Database (ORD), a public repository of structured organic reaction records. describe an organic reaction: reactants, conditions, products, and yield Starting materials: CCN=C=NCCCN(C)C, Nc1ccc(C(=O)O)cc1[N+](=O)[O-], CN(C)C=O, O, On1nnc2ccccc21, Nc1nccc2ccccc12. Product: Nc1ccc(C(=O)Nc2nccc3ccccc23)cc1[N+](=O)[O-]. Reaction SMILES: [CH3:14][CH2:15][N:16]=[C:17]=[N:18][CH2:19][CH2:20][CH2:21][N:22]([CH3:23])[CH3:24].[NH2:1][c:2]1[c:3]([N+:11](=[O:12])[O-:13])[cH:4][c:5]([C:6](=[O:7])[OH:8])[cH:9][cH:10]1.[O:46]=[CH:47][N:48]([CH3:49])[CH3:50].[OH2:51].[OH:25][n:26]1[c:27]2[c:28]([cH:29][cH:30][cH:31][cH:32]2)[n:33][n:34]1.[c:35]1([NH2:45])[n:36][cH:37][cH:38][c:39]2[cH:40][cH:41][cH:42][cH:43][c:44]12>>[NH2:1][c:2]1[c:3]([N+:11](=[O:12])[O-:13])[cH:4][c:5]([C:6](=[O:8])[NH:45][c:35]2[n:36][cH:37][cH:38][c:39]3[cH:40][cH:41][cH:42][cH:43][c:44]23)[cH:9][cH:10]1. Starting materials: C, CCO, CN(CCc1ccccc1)C1CCN(Cc2ccccc2)CC1, Cl, [H][H], O, [Pd]. Reaction SMILES: [C:31].[CH3:27][CH2:28][OH:29].[CH3:2][N:3]([CH2:4][CH2:5][c:6]1[cH:7][cH:8][cH:9][cH:10][cH:11]1)[CH:12]1[CH2:13][CH2:14][N:15]([CH2:18][c:19]2[cH:20][cH:21][cH:22][cH:23][cH:24]2)[CH2:16][CH2:17]1.[ClH:1].[H:25][H:26].[OH2:30].[Pd:32]>>[CH3:2][N:3]([CH2:4][CH2:5][c:6]1[cH:7][cH:8][cH:9][cH:10][cH:11]1)[CH:12]1[CH2:13][CH2:14][NH:15][CH2:16][CH2:17]1. Product: CN(CCc1ccccc1)C1CCNCC1.